This data is from the Open Reaction Database (ORD), a public repository of structured organic reaction records. The task is: describe an organic reaction: reactants, conditions, products, and yield The reactants are [OH-].[Na+] (sodium hydroxide), CC1=C(C(=O)OC)C(=CC=C1)COC1=CC(=CC=C1)O (Methyl 2-methyl-6-[(3-hydroxy-phenoxy)-methyl]-benzoate), [H-].[Al+3].[Li+].[H-].[H-].[H-] (lithium aluminum hydride), O (water), O (water). Run in CCOCC (ether), C1CCOC1 (THF). Reaction conditions: time 10 minute. Product: OCC1=C(COC=2C=C(C=CC2)O)C=CC=C1C (3-(2-Hydroxymethyl-3-methyl-benzyloxy)-phenol). RXN SMILES: [CH3:1][C:2]1[CH:11]=[CH:10][CH:9]=[C:8]([CH2:12][O:13][C:14]2[CH:19]=[CH:18][CH:17]=[C:16]([OH:20])[CH:15]=2)[C:3]=1[C:4](OC)=[O:5].[H-].[Al+3].[Li+].[H-].[H-].[H-].O.[OH-].[Na+]>C1COCC1.CCOCC>[OH:5][CH2:4][C:3]1[C:2]([CH3:1])=[CH:11][CH:10]=[CH:9][C:8]=1[CH2:12][O:13][C:14]1[CH:15]=[C:16]([OH:20])[CH:17]=[CH:18][CH:19]=1 |f:1.2.3.4.5.6,8.9|. Procedure: To a cooled (0° C.) solution of methyl 2-methyl-6-[(3-hydroxy-phenoxy)-methyl]-benzoate (220 mg, 0.76 mmol, example 5) in THF (2 mL) is added lithium aluminum hydride solution (1.5 mL, 1 M in THF). The resulting solution is stirred for 10 min then warmed to room temperature and stirred for 40 min. This solution is then cooled to 0° C. and water (75 mL) added, dropwise, followed by sodium hydroxide solution (75 mL, SN) and water (75 mL). The resulting suspension is diluted with ether, filtered th... Starting materials: CC=1N=C(OC1C=1C=C(NN1)CN)C1=CC=CC=C1 (C-[5-(4-Methyl-2-phenyl-oxazol-5-yl)-2H-pyrazol-3-yl]-methylamine), C(C)(=O)OCC (ethyl acetate). The reagents and catalysts are ClC(=O)OC (methyl chloroformate). The solvent is C(=O)(O)[O-].[Na+] (NaHCO3). Conditions: time 30 minute. The product is C(C)OC(NCC=1NN=C(C1)C1=C(N=C(O1)C1=CC=CC=C1)C)=O ([5-(4-Methyl-2-phenyl-oxazol-5-yl)-2H-pyrazol-3-ylmethyl]-carbamic Acid Ethyl Ester). Isolated yield 74.0%. As a reaction SMILES: [CH3:1][C:2]1[N:3]=[C:4]([C:14]2[CH:19]=[CH:18][CH:17]=[CH:16][CH:15]=2)[O:5][C:6]=1[C:7]1[CH:8]=[C:9]([CH2:12][NH2:13])[NH:10][N:11]=1.[C:20]([O:23][CH2:24][CH3:25])(=[O:22])C>C([O-])(O)=O.[Na+].ClC(OC)=O>[CH2:24]([O:23][C:20](=[O:22])[NH:13][CH2:12][C:9]1[NH:10][N:11]=[C:7]([C:6]2[O:5][C:4]([C:14]3[CH:19]=[CH:18][CH:17]=[CH:16][CH:15]=3)=[N:3][C:2]=2[CH3:1])[CH:8]=1)[CH3:25] |f:2.3|. Procedure: A heterogeneous mixture of the above-prepared C-[5-(4-Methyl-2-phenyl-oxazol-5-yl)-2H-pyrazol-3-yl]-methylamine (31 mg, 0.122 mmole, 1.0 eq) in ethyl acetate (0.5 ml) and 1.0N NaHCO3 (0.5 ml) was treated with excess methyl chloroformate (5 drops) and the mixture stirred at room temperature for 30 minutes. The mixture was partitioned between ethyl acetate and saturated NaHCO3. The organic phase was washed with water and brine, then dried over anhydrous sodium sulfate and evaporated in vacuo to gi... Starting materials: C, CCN1CCN(CCOc2ccc(OCc3ccccc3)c(C(=O)Nc3cc(-c4ccccc4)ccc3C(=O)OC(C)(C)C)c2)CC1, CO, [Pd]. The product is CCN1CCN(CCOc2ccc(O)c(C(=O)Nc3cc(-c4ccccc4)ccc3C(=O)OC(C)(C)C)c2)CC1. Reaction SMILES: [C:48].[CH2:1]([c:2]1[cH:3][cH:4][cH:5][cH:6][cH:7]1)[O:8][c:9]1[c:10]([C:11](=[O:12])[NH:13][c:14]2[c:15]([C:16](=[O:17])[O:18][C:19]([CH3:20])([CH3:21])[CH3:22])[cH:23][cH:24][c:25](-[c:27]3[cH:28][cH:29][cH:30][cH:31][cH:32]3)[cH:26]2)[cH:33][c:34]([O:37][CH2:38][CH2:39][N:40]2[CH2:41][CH2:42][N:43]([CH2:46][CH3:47])[CH2:44][CH2:45]2)[cH:35][cH:36]1.[CH3:50][OH:51].[Pd:49]>>[OH:8][c:9]1[c:10]([C:11](=[O:12])[NH:13][c:14]2[c:15]([C:16](=[O:17])[O:18][C:19]([CH3:20])([CH3:21])[CH3:22])[cH:23][cH:24][c:25](-[c:27]3[cH:28][cH:29][cH:30][cH:31][cH:32]3)[cH:26]2)[cH:33][c:34]([O:37][CH2:38][CH2:39][N:40]2[CH2:41][CH2:42][N:43]([CH2:46][CH3:47])[CH2:44][CH2:45]2)[cH:35][cH:36]1. The reactants are C(C=C)(=O)OC (methyl acrylate), [OH-].C(C1=CC=CC=C1)[N+](C)(C)C (Benzyltrimethylammonium hydroxide), [N+](=O)([O-])C=1C=C2C(=CNC2=CC1)C=1C=NC=CC1 (5-nitro-3-(3-pyridyl)-1H-indole), C(C=C)(=O)OC (methyl acrylate), [OH-].C(C1=CC=CC=C1)[N+](C)(C)C (benzyltrimethylammonium hydroxide), CC(C)([O-])C.[K+] (Potassium t-butoxide). The solvent is O1CCCC1 (tetrahydrofuran), O1CCOCC1 (dioxan), CO (Methanol). Conditions: time 2 hour. Product: [N+](=O)([O-])C=1C=C2C(=CN(C2=CC1)CCC(=O)OC)C=1C=NC=CC1 (Methyl 5-nitro-3-(3-pyridyl)-1H-indole-1-propanoate). Isolated yield 37.2%. Reaction SMILES: [OH-].C([N+](C)(C)C)C1C=CC=CC=1.[N+:13]([C:16]1[CH:17]=[C:18]2[C:22](=[CH:23][CH:24]=1)[NH:21][CH:20]=[C:19]2[C:25]1[CH:26]=[N:27][CH:28]=[CH:29][CH:30]=1)([O-:15])=[O:14].[C:31]([O:35][CH3:36])(=[O:34])[CH:32]=[CH2:33].CC(C)([O-])C.[K+]>O1CCCC1.O1CCOCC1.CO>[N+:13]([C:16]1[CH:17]=[C:18]2[C:22](=[CH:23][CH:24]=1)[N:21]([CH2:33][CH2:32][C:31]([O:35][CH3:36])=[O:34])[CH:20]=[C:19]2[C:25]1[CH:26]=[N:27][CH:28]=[CH:29][CH:30]=1)([O-:15])=[O:14] |f:0.1,4.5|. Procedure details: Benzyltrimethylammonium hydroxide (0.17 ml of 40% solution in methanol) wasadded to a stirred suspension of 5-nitro-3-(3-pyridyl)-1H-indole (0.95 g) and methyl acrylate (0.41 g) in a mixture of tetrahydrofuran (10 ml) and dioxan (15 ml), and the mixture was stirred at room temperature for 2 hours. Methanol (10 ml) was added to give a clear solution followed by further methyl acrylate (0.41 g) and benzyltrimethylammonium hydroxide solution (0.17 ml) and stirring was continued for an additional 18... Reactants: OC=1C=C2C(C(NC2=CC1)=O)=O (5-hydroxy-1H-indole-2,3-dione), C1=CC(=CC=C1NN)S(=O)(=O)N.Cl (4-sulfonamidophenylhydrazine hydrochloride). Product: OC=1C=C2C(C(NC2=CC1)=O)=NNC1=CC=C(C=C1)S(=O)(=O)N (4-[N′-(5-Hydroxy-2-oxo-1,2-dihydro-indol-3-ylidene)-hydrazino]-benzenesulfonamide). Yield: 30.0%. Reaction SMILES: [OH:1][C:2]1[CH:3]=[C:4]2[C:8](=[CH:9][CH:10]=1)[NH:7][C:6](=[O:11])[C:5]2=O.[CH:13]1[C:18]([NH:19][NH2:20])=[CH:17][CH:16]=[C:15]([S:21]([NH2:24])(=[O:23])=[O:22])[CH:14]=1.Cl>>[OH:1][C:2]1[CH:3]=[C:4]2[C:8](=[CH:9][CH:10]=1)[NH:7][C:6](=[O:11])[C:5]2=[N:20][NH:19][C:18]1[CH:17]=[CH:16][C:15]([S:21]([NH2:24])(=[O:22])=[O:23])=[CH:14][CH:13]=1 |f:1.2|. Reported procedure: The title compound was prepared from 5-hydroxy-1H-indole-2,3-dione (Ijaz, et al., Indian Journal of Chemistry 1994, 33B, 288-9) and 4-sulfonamidophenylhydrazine hydrochloride according to Procedure G in 30% yield: 1H NMR (DMSO-d6): δ6.79 (dd, J=2.2, 8.3 Hz, 1H), 6.72 (d, J=8.3 Hz, 1H), 6.98 (d, J=2.2 Hz, 1H), 7.25 (s, 2H), 7.53 (d, J=8.7 Hz, 2H), 7.78 (d, J=8.7 Hz, 2H), 9.20 (s, 1H), 10.80 (s, 1H), 12.82 (s, 1H); APCI−MS m/z 331 (M−H)−.